Task: describe an organic reaction: reactants, conditions, products, and yield. Dataset: the Open Reaction Database (ORD), a public repository of structured organic reaction records Starting materials: CCOC(=O)C(CC)Oc1ccc(-n2c(C)nc3cc(C(F)(F)F)ccc32)cc1, CCO, [Na+], [OH-]. Product: CCC(Oc1ccc(-n2c(C)nc3cc(C(F)(F)F)ccc32)cc1)C(=O)O. Reaction SMILES: [CH3:1][c:2]1[n:3][c:4]2[c:5]([n:6]1-[c:7]1[cH:8][cH:9][c:10]([O:11][CH:12]([C:13](=[O:14])[O:15][CH2:16][CH3:17])[CH2:18][CH3:19])[cH:20][cH:21]1)[cH:22][cH:23][c:24]([C:26]([F:27])([F:28])[F:29])[cH:25]2.[CH3:32][CH2:33][OH:34].[Na+:31].[OH-:30]>>[CH3:1][c:2]1[n:3][c:4]2[c:5]([n:6]1-[c:7]1[cH:8][cH:9][c:10]([O:11][CH:12]([C:13](=[O:14])[OH:15])[CH2:18][CH3:19])[cH:20][cH:21]1)[cH:22][cH:23][c:24]([C:26]([F:27])([F:28])[F:29])[cH:25]2. The reactants are NC1=C(C(=O)OCC2=CC=CC=C2)C=CC=C1I (benzyl 2-amino-3-iodobenzoate), C[Si](C)(C)C#C (trimethylsilylacetylene). The reagents and catalysts are Cl[Pd]([P](C1=CC=CC=C1)(C2=CC=CC=C2)C3=CC=CC=C3)([P](C4=CC=CC=C4)(C5=CC=CC=C5)C6=CC=CC=C6)Cl (bis(triphenylphosphine)palladium(II) dichloride), [Cu](I)I (copper iodide). Run in C(C)(C)OC(C)C (diisopropyl ether), C(C)N(CC)CC (triethylamine). Conditions: temperature 0 celsius, time 1.5 hour. Yields the product NC1=C(C(=O)OCC2=CC=CC=C2)C=CC=C1C#C (Benzyl 2-amino-3-ethynylbenzoate). The yield is 77.0%. As a reaction SMILES: [NH2:1][C:2]1[C:17](I)=[CH:16][CH:15]=[CH:14][C:3]=1[C:4]([O:6][CH2:7][C:8]1[CH:13]=[CH:12][CH:11]=[CH:10][CH:9]=1)=[O:5].C[Si]([C:23]#[CH:24])(C)C>C(N(CC)CC)C.C(OC(C)C)(C)C.Cl[Pd](Cl)([P](C1C=CC=CC=1)(C1C=CC=CC=1)C1C=CC=CC=1)[P](C1C=CC=CC=1)(C1C=CC=CC=1)C1C=CC=CC=1.[Cu](I)I>[NH2:1][C:2]1[C:17]([C:23]#[CH:24])=[CH:16][CH:15]=[CH:14][C:3]=1[C:4]([O:6][CH2:7][C:8]1[CH:13]=[CH:12][CH:11]=[CH:10][CH:9]=1)=[O:5] |^1:41,60|. Procedure details: A solution of benzyl 2-amino-3-iodobenzoate (5.56 g), trimethylsilylacetylene (3.26 mL), bis(triphenylphosphine)palladium(II) dichloride (0.350 g) and copper iodide (0.299 g) in triethylamine (75 mL) was stirred under a nitrogen atmosphere at room temperature for 1.5 hr. The reaction mixture was diluted with diisopropyl ether, washed successively with water and saturated brine, dried over anhydrous magnesium sulfate, and concentrated under reduced pressure. The residue was dissolved in tetrahydr... As a reaction SMILES: C(O)(C(F)(F)F)=O.[NH2:8][C@H:9]([C:17]([NH:19][C@H:20]([C:25]([O:27][CH3:28])=[O:26])[CH2:21][CH:22]([CH3:24])[CH3:23])=[O:18])[CH2:10][C:11]1[CH:16]=[CH:15][CH:14]=[CH:13][CH:12]=1.CN1CCOCC1.[OH:36][C:37]([CH3:42])([CH3:41])[C:38](=O)[CH3:39].[BH3-]C#N.[Na+]>CO>[CH3:28][O:27][C:25](=[O:26])[C@H:20]([CH2:21][CH:22]([CH3:24])[CH3:23])[NH:19][C:17](=[O:18])[C@H:9]([CH2:10][C:11]1[CH:16]=[CH:15][CH:14]=[CH:13][CH:12]=1)[NH:8][CH:38]([CH3:39])[C:37]([OH:36])([CH3:42])[CH3:41] |f:0.1,4.5|. Conditions: time 8 hour. The product is COC([C@@H](NC([C@@H](NC(C(C)(C)O)C)CC1=CC=CC=C1)=O)CC(C)C)=O (N-(2-hydroxy-2-methyl-1-methylpropyl)-L-phenylalanyl-L-leucine methyl ester). Reported procedure: To a solution of TFA-Phe-Leu-OMe (0.56 mmol) in MeOH was added N-methylmorpholine (0.93 mL, pH=7), 3-hydroxy-3-methyl-2-butanone (0.84 mmol), and NaCNBH3 (0.72 mmol) under a N2 atmosphere. The reaction mixture was stirred overnight at room temperature and quenched with 50 mL of saturated NaHCO3. The aqueous layer was extracted 3 times with EtOAc (25 mL). The combined organic layers were washed with brine, dried over MgSO4, filtered, concentrated, and then flash chromatographed (1-3% MeOH/CH2Cl2 ... The reactants are C(=O)(C(F)(F)F)O.N[C@@H](CC1=CC=CC=C1)C(=O)N[C@@H](CC(C)C)C(=O)OC (TFA Phe-Leu-OMe), CN1CCOCC1 (N-methylmorpholine), OC(C(C)=O)(C)C (3-hydroxy-3-methyl-2-butanone), [BH3-]C#N.[Na+] (NaCNBH3). Run in CO (MeOH). Yield: 80.2%. Starting materials: CCCCCCCCCCC=CCCCc1ccc(C(=O)O)cc1, CN(C)P(=O)(N(C)C)N(C)C, OCC(O)CCl, [Na+], [OH-], O. Yields the product CCCCCCCCCCC=CCCCc1ccc(C(=O)OCC(O)CO)cc1. Reaction SMILES: [CH2:1]([CH2:2][CH2:3][CH:4]=[CH:5][CH2:6][CH2:7][CH2:8][CH2:9][CH2:10][CH2:11][CH2:12][CH2:13][CH2:14][CH3:15])[c:16]1[cH:17][cH:18][c:19]([C:20](=[O:21])[OH:22])[cH:23][cH:24]1.[CH3:25][N:26]([P:27]([N:28]([CH3:29])[CH3:30])([N:31]([CH3:32])[CH3:33])=[O:34])[CH3:35].[Cl:38][CH2:39][CH:40]([CH2:41][OH:42])[OH:43].[Na+:37].[OH-:36].[OH2:44]>>[CH2:1]([CH2:2][CH2:3][CH:4]=[CH:5][CH2:6][CH2:7][CH2:8][CH2:9][CH2:10][CH2:11][CH2:12][CH2:13][CH2:14][CH3:15])[c:16]1[cH:17][cH:18][c:19]([C:20](=[O:21])[O:22][CH2:39][CH:40]([CH2:41][OH:42])[OH:43])[cH:23][cH:24]1. Reactants: OC=1C=C(C=C(C1)O)I (3,5-Dihydroxyiodobenzene), C(C1=CC=CC=C1)Br (benzyl bromide). As a reaction SMILES: [OH:1][C:2]1[CH:3]=[C:4]([I:9])[CH:5]=[C:6]([OH:8])[CH:7]=1.[CH2:10](Br)[C:11]1[CH:16]=[CH:15][CH:14]=[CH:13][CH:12]=1>>[CH2:10]([O:1][C:2]1[CH:3]=[C:4]([I:9])[CH:5]=[C:6]([O:8][CH2:10][C:11]2[CH:16]=[CH:15][CH:14]=[CH:13][CH:12]=2)[CH:7]=1)[C:11]1[CH:16]=[CH:15][CH:14]=[CH:13][CH:12]=1. Product: C(C1=CC=CC=C1)OC=1C=C(C=C(C1)OCC1=CC=CC=C1)I (3,5-dibenzyloxyiodobenzene). Yield: 96.0%. Procedure details: 3,5-Dihydroxyiodobenzene (Tex. J. Sci., 1977, 28, 253) was reacted with two equivalents of benzyl bromide using the procedure described in Example 1 to give 3,5-dibenzyloxyiodobenzene as an oil in 96% yield. This was reacted with n-butyl-lithium using the procedure described in Note c. immediately above except that the reaction was carried out at -110° C. The organometallic reagent so formed was reacted with tetrahydropyran-4-one using the procedure described in that Note; the product was methyl... Starting materials: N(=O)[O-].[Na+] (sodium nitrite), NC1=C(C(=NN1CC(=O)[O-])C1=CC=CC=C1)C#CC1=CC=CC=C1.[Na+] (sodium 2-(5-amino-3-phenyl-4-(phenylethynyl)-1H-pyrazol-1-yl)acetate), Cl (HCl). The solvent is O (water), C(C)OCC (diethylether). Run at time 18 hour. Yields the product ClC1=C2C(=NN=C1C1=CC=CC=C1)N(N=C2C2=CC=CC=C2)CC(=O)O (2-(4-chloro-3,5-diphenyl-1H-pyrazolo[3,4-c]pyridazin-1-yl)acetic acid). RXN SMILES: [NH2:1][C:2]1[N:6]([CH2:7][C:8]([O-:10])=[O:9])[N:5]=[C:4]([C:11]2[CH:16]=[CH:15][CH:14]=[CH:13][CH:12]=2)[C:3]=1[C:17]#[C:18][C:19]1[CH:24]=[CH:23][CH:22]=[CH:21][CH:20]=1.[Na+].[N:26]([O-])=O.[Na+].[ClH:30]>C(OCC)C.O>[Cl:30][C:17]1[C:18]([C:19]2[CH:24]=[CH:23][CH:22]=[CH:21][CH:20]=2)=[N:26][N:1]=[C:2]2[N:6]([CH2:7][C:8]([OH:10])=[O:9])[N:5]=[C:4]([C:11]3[CH:16]=[CH:15][CH:14]=[CH:13][CH:12]=3)[C:3]=12 |f:0.1,2.3|. Procedure: A suspension of sodium 2-(5-amino-3-phenyl-4-(phenylethynyl)-1H-pyrazol-1-yl)acetate (2 g, 6.0 mmol) in diethylether (10 mL) and concentrated HCl (50 mL) was cooled at −15° C. before sodium nitrite (0.62 g, 8.0 mmol) in water (5 mL) was added dropwise. The solution was allowed to warm up to room temperature and left stirring for further 18 h. The reaction mixture was carefully quenched with an aqueous solution of Na2CO3 at 10° C., until pH basic, and then extracted EtOAc, backwashed with water t... The reactants are [Cu]C#N (copper(I) cyanide), C(C1=CC=CC=C1)NC(=O)C1=C(N=C(S1)I)C (N-benzyl-2-iodo-4-methylthiazole-5-carboxamide). Solvent: CN(C=O)C (N,N-dimethylformamide), O (water). Conditions: time 10 minute. The product is C(C1=CC=CC=C1)NC(=O)C1=C(N=C(S1)C#N)C (N-benzyl-2-cyano-4-methylthiazole-5-carboxamide). Yield: 41.6%. RXN SMILES: [Cu][C:2]#[N:3].[CH2:4]([NH:11][C:12]([C:14]1[S:18][C:17](I)=[N:16][C:15]=1[CH3:20])=[O:13])[C:5]1[CH:10]=[CH:9][CH:8]=[CH:7][CH:6]=1>CN(C)C=O.O>[CH2:4]([NH:11][C:12]([C:14]1[S:18][C:17]([C:2]#[N:3])=[N:16][C:15]=1[CH3:20])=[O:13])[C:5]1[CH:6]=[CH:7][CH:8]=[CH:9][CH:10]=1. Procedure: To a stirred mixture of copper(I) cyanide (0.19 g, 2.10 mmol) in anhydrous N,N-dimethylformamide (6 mL) at 150° C. was added N-benzyl-2-iodo-4-methylthiazole-5-carboxamide (0.30 g, 0.84 mmol). The resulting reaction mixture was stirred at same temperature for 10 minutes, and then allowed to cool to ambient temperature and diluted with water (50 mL). The resulting precipitate was filtered, washed with water (50 mL) and ethyl acetate (100 mL). The organic filtrate was washed with water (2×50 mL), ... Starting materials: CS(C)=O, CC(C)(C)OC(=O)Nc1ccccc1NC(=O)c1ccc(Cl)nc1, NC1CCNC1, O. Product: CC(C)(C)OC(=O)Nc1ccccc1NC(=O)c1ccc(N2CCC(N)C2)nc1. As a reaction SMILES: [CH3:31][S:32]([CH3:33])=[O:34].[Cl:1][c:2]1[n:3][cH:4][c:5]([C:6](=[O:7])[NH:8][c:9]2[c:10]([NH:15][C:16]([O:17][C:18]([CH3:19])([CH3:20])[CH3:21])=[O:22])[cH:11][cH:12][cH:13][cH:14]2)[cH:23][cH:24]1.[NH2:25][CH:26]1[CH2:27][NH:28][CH2:29][CH2:30]1.[OH2:35]>>[c:2]1([N:28]2[CH2:27][CH:26]([NH2:25])[CH2:30][CH2:29]2)[n:3][cH:4][c:5]([C:6](=[O:7])[NH:8][c:9]2[c:10]([NH:15][C:16]([O:17][C:18]([CH3:19])([CH3:20])[CH3:21])=[O:22])[cH:11][cH:12][cH:13][cH:14]2)[cH:23][cH:24]1. Starting materials: ClC=1C=CC(=C(C1)C1=CC=C(C=C1)CN(NC(=O)C1=NN(C(N1)=O)C1=CC=CC=C1)C[C@H](C(=O)O)O)F ((R)-3-[N-(5′-chloro-2′-fluorobiphenyl-4-ylmethyl)-N′-(5-oxo-1-phenyl-4,5-dihydro-1H-[1,2,4]triazole-3-carbonyl)hydrazino]-2-hydroxypropionic acid), C(C)(=O)OCBr (bromomethyl acetate), [Na+].[I-] (NaI), CC1=NC(=CC=C1)C (2,6-dimethylpyridine). Solvent: O (Water), CN(C)C=O (DMF). Run at time 8 hour. Yields the product C(C)(=O)OCOC([C@@H](CN(NC(=O)C1=NN(C(N1)=O)C1=CC=CC=C1)CC1=CC=C(C=C1)C1=C(C=CC(=C1)Cl)F)O)=O ((R)-3-[N-(5′-Chloro-2′-fluorobiphenyl-4-ylmethyl)-N′-(5-oxo-1-phenyl-4,5-dihydro-1H-[1,2,4]triazole-3-carbonyl)hydrazino]-2-hydroxypropionic Acid Acetoxymethyl Ester). Isolated yield 7.5%. Reaction SMILES: [Cl:1][C:2]1[CH:3]=[CH:4][C:5]([F:37])=[C:6]([C:8]2[CH:13]=[CH:12][C:11]([CH2:14][N:15]([CH2:31][C@@H:32]([OH:36])[C:33]([OH:35])=[O:34])[NH:16][C:17]([C:19]3[NH:23][C:22](=[O:24])[N:21]([C:25]4[CH:30]=[CH:29][CH:28]=[CH:27][CH:26]=4)[N:20]=3)=[O:18])=[CH:10][CH:9]=2)[CH:7]=1.[C:38]([O:41][CH2:42]Br)(=[O:40])[CH3:39].[Na+].[I-].CC1C=CC=C(C)N=1>CN(C=O)C.O>[C:38]([O:41][CH2:42][O:34][C:33](=[O:35])[C@H:32]([OH:36])[CH2:31][N:15]([CH2:14][C:11]1[CH:10]=[CH:9][C:8]([C:6]2[CH:7]=[C:2]([Cl:1])[CH:3]=[CH:4][C:5]=2[F:37])=[CH:13][CH:12]=1)[NH:16][C:17]([C:19]1[NH:23][C:22](=[O:24])[N:21]([C:25]2[CH:30]=[CH:29][CH:28]=[CH:27][CH:26]=2)[N:20]=1)=[O:18])(=[O:40])[CH3:39] |f:2.3|. Procedure details: To a solution of (R)-3-[N-(5′-chloro-2′-fluorobiphenyl-4-ylmethyl)-N′-(5-oxo-1-phenyl-4,5-dihydro-1H-[1,2,4]triazole-3-carbonyl)hydrazino]-2-hydroxypropionic acid (200 mg, 335 μmol) in dry DMF (6 mL) was added bromomethyl acetate (76 mg, 503 μmol), NaI (101 mg, 670 μmol), and 2,6-dimethylpyridine (143 mg, 1.3 mmol) in portions at room temperature. The resulting mixture was stirred at room temperature for 8 hours. Water (12 mL) was added and the mixture was extracted with EtOAc (3×10 mL). The com...